From a dataset of the Open Reaction Database (ORD), a public repository of structured organic reaction records. describe an organic reaction: reactants, conditions, products, and yield The reactants are O(CC1=CC=CC=C1)CC1=CC=CC=C1 (Bn2O), C(C1=CC=CC=C1)OC12CC3CC(CC(C1)C3)C2 (1-benzyloxyadamantane), C(C1=CC=CC=C1)OC12CC3CC(CC(C1)C3)C2 (1-benzyloxyadamantane). Product: C12(CC3CC(CC(C1)C3)C2)O (1-Adamantanol). Reaction SMILES: O(CC1C=CC=CC=1)CC1C=CC=CC=1.C([O:23][C:24]12[CH2:33][CH:28]3[CH2:29][CH:30]([CH2:32][CH:26]([CH2:27]3)[CH2:25]1)[CH2:31]2)C1C=CC=CC=1>>[C:24]12([OH:23])[CH2:31][CH:30]3[CH2:29][CH:28]([CH2:27][CH:26]([CH2:32]3)[CH2:25]1)[CH2:33]2. Reported procedure: A mixture of pyridinium triflate 1 (100 mg, 0.29 mmol), benzotrifluoride (PhCF3, 0.29 mL), MgO (11.5 mg, 0.29 mmol), and 28 (21.8 mg, 0.14 mmol) was subjected to the standard procedure to afford 0.0363 g of a yellow oil, which was determined by 1H NMR analysis to consist of 8.7 mg of Bn2O and 0.0276 g (80%) of 1-benzyloxyadamantane (3i). Spectroscopic analysis was consistent with the data reported previously for 3i. Starting materials: C(C1=CC=CC=C1)OC(=O)NC1=CN=C(N(C1=O)CC(=O)O)C1=CC=C(C=C1)[N+](=O)[O-] ([5-benzyloxycarbonylamino-2-(4-nitrophenyl)-6-oxo-1,6-dihydro-1-pyrimidinyl]acetic acid), NC(C(C(F)(F)F)O)CC1=CC=CC=C1 (3-amino-1,1,1-trifluoro-4-phenyl-2-butanol), CCN=C=NCCCN(C)C.Cl (WSCI hydrochloride), C=1C=CC2=C(C1)N=NN2O (HOBT). Solvent: CN(C)C=O (DMF). Product: C(C1=CC=CC=C1)OC(=O)NC1=CN=C(N(C1=O)CC(=O)NC(C(C(F)(F)F)O)CC1=CC=CC=C1)C1=CC=C(C=C1)[N+](=O)[O-] (2-[5-Benzyloxycarbonylamino-2-(4-nitrophenyl)-6-oxo-1,6-dihydro-1-pyrimidyl]-N-(1-benzyl-3,3,3-trifluoro-2-hydroxypropyl)acetamide), C(C1=CC=CC=C1)OC(=O)NC1=CN=C(N(C1=O)CC(=O)NC(C(C(F)(F)F)=O)CC1=CC=CC=C1)C1=CC=C(C=C1)[N+](=O)[O-] (2-[5-benzyloxycarbonylamino-2-(4-nitrophenyl)-6-oxo-1,6-dihydro-1-pyrimidinyl]-N-(1-benzyl-3,3,3-trifluoro-2-oxopropyl)-acetamide), target compound. Isolated yield 93.0%. Reaction SMILES: [CH2:1]([O:8][C:9]([NH:11][C:12]1[C:17](=[O:18])[N:16]([CH2:19][C:20]([OH:22])=[O:21])[C:15]([C:23]2[CH:28]=[CH:27][C:26]([N+:29]([O-:31])=[O:30])=[CH:25][CH:24]=2)=[N:14][CH:13]=1)=[O:10])[C:2]1[CH:7]=[CH:6][CH:5]=[CH:4][CH:3]=1.[NH2:32][CH:33]([CH2:40][C:41]1[CH:46]=[CH:45][CH:44]=[CH:43][CH:42]=1)[CH:34]([OH:39])[C:35]([F:38])([F:37])[F:36].CCN=C=NCCCN(C)C.Cl.C1C=CC2N(O)N=NC=2C=1>CN(C=O)C>[CH2:1]([O:8][C:9]([NH:11][C:12]1[C:17](=[O:18])[N:16]([CH2:19][C:20]([NH:32][CH:33]([CH2:40][C:41]2[CH:46]=[CH:45][CH:44]=[CH:43][CH:42]=2)[CH:34]([OH:39])[C:35]([F:36])([F:37])[F:38])=[O:22])[C:15]([C:23]2[CH:28]=[CH:27][C:26]([N+:29]([O-:31])=[O:30])=[CH:25][CH:24]=2)=[N:14][CH:13]=1)=[O:10])[C:2]1[CH:7]=[CH:6][CH:5]=[CH:4][CH:3]=1.[CH2:1]([O:8][C:9]([NH:11][C:12]1[C:17](=[O:18])[N:16]([CH2:19][C:20]([NH:32][CH:33]([CH2:40][C:41]2[CH:46]=[CH:45][CH:44]=[CH:43][CH:42]=2)[C:34](=[O:39])[C:35]([F:36])([F:37])[F:38])=[O:21])[C:15]([C:23]2[CH:24]=[CH:25][C:26]([N+:29]([O-:31])=[O:30])=[CH:27][CH:28]=2)=[N:14][CH:13]=1)=[O:10])[C:2]1[CH:7]=[CH:6][CH:5]=[CH:4][CH:3]=1 |f:2.3|. Procedure details: 2-[5-Benzyloxycarbonylamino-2-(4-nitrophenyl)-6-oxo-1,6-dihydro-1-pyrimidyl]-N-(1-benzyl-3,3,3-trifluoro-2-hydroxypropyl)acetamide was synthesized in the same manner as in Example 1. That is, [5-benzyloxycarbonylamino-2-(4-nitrophenyl)-6-oxo-1,6-dihydro-1-pyrimidinyl]acetic acid (title compound in Reference Example 15, 14.2 g, 33.5 mmol) was treated with 3-amino-1,1,1-trifluoro-4-phenyl-2-butanol (title compound in Reference Example 1, 8.08 g, 36.9 mmol), WSCI hydrochloride (7.71 g, 40.2 mmol) a... Reactants: ClC1=CC=C(C=C1)C1=NN(C(OC1)=O)CC1=CC=C(C=C1)[N+](=O)[O-] (5-(4-Chloro-phenyl)-3-(4-nitro-benzyl)-3,6-dihydro-[1,3,4]oxadiazin-2-one), FeCl3.6H2O. Reaction SMILES: [Cl:1][C:2]1[CH:7]=[CH:6][C:5]([C:8]2[CH2:13][O:12][C:11](=[O:14])[N:10]([CH2:15][C:16]3[CH:21]=[CH:20][C:19]([N+:22]([O-])=O)=[CH:18][CH:17]=3)[N:9]=2)=[CH:4][CH:3]=1>CCO.C(O)(=O)C.[Fe]>[NH2:22][C:19]1[CH:20]=[CH:21][C:16]([CH2:15][N:10]2[N:9]=[C:8]([C:5]3[CH:6]=[CH:7][C:2]([Cl:1])=[CH:3][CH:4]=3)[CH2:13][O:12][C:11]2=[O:14])=[CH:17][CH:18]=1. Solvent: CCO (EtOH), C(C)(=O)O (acetic acid). The reagents and catalysts are [Fe] (iron). The product is NC1=CC=C(CN2C(OCC(=N2)C2=CC=C(C=C2)Cl)=O)C=C1 (3-(4-Amino-benzyl)-5-(4-chloro-phenyl)-3,6-dihydro-[1,3,4]oxadiazin-2-one). Procedure: A suspension of the compound obtained in Step D (42.02 mmoles) in a mixture of EtOH (350 ml) and acetic acid (26 ml) is heated at reflux for 5 minutes. Powdered iron (309 mmoles) and FeCl3.6H2O (2.1 mmoles) are added to the resulting solution. The reaction mixture is stirred at reflux overnight. After evaporation, water (250 ml) is added to the residue and then sonicated for 2 minutes. The mixture is made alkaline (pH 12) using aqueous 2M sodium hydroxide solution, then diluted with AcOEt (500 m... The reactants are C(C)(C)(C)C1=C(C(C=O)=CC=C1)O (3-tert-butyl salicylaldehyde), I(=O)(=O)Cl.I(=O)(=O)Cl.C(C1=CC=CC=C1)[N+](C)(C)C (Benzyltrimethylammonium dichloroiodate), O (water). Run in mixture, CO (methanol), C(Cl)Cl (methylene chloride). Run at time 2 hour. The product is C(C)(C)(C)C1=C(C(C=O)=CC(=C1)I)O (3-tert-butyl-5-iodosalicylaldehyde). RXN SMILES: [C:1]([C:5]1[CH:12]=[CH:11][CH:10]=[C:7]([CH:8]=[O:9])[C:6]=1[OH:13])([CH3:4])([CH3:3])[CH3:2].[I:14](Cl)(=O)=O.I(Cl)(=O)=O.C([N+](C)(C)C)C1C=CC=CC=1.O>CO.C(Cl)Cl>[C:1]([C:5]1[CH:12]=[C:11]([I:14])[CH:10]=[C:7]([CH:8]=[O:9])[C:6]=1[OH:13])([CH3:4])([CH3:2])[CH3:3] |f:1.2.3|. Procedure: 3-tert-butyl salicylaldehyde (1) (8.4 mmol) was dissolved in 100 ml of a mixture of methanol and methylene chloride (3:7). Benzyltrimethylammonium dichloroiodate (3.23 g; 9.2 mmol) and water free calcium carbonate (1.1 g; 11 mmol) were added. After two hours, the excess of calcium carbonate was filtered off. After removal of about 80% of the solvent, 20 ml of a sodium hydrogensulfite solution (5%) was added decolourizing the mixture. Extraction with diethyl ether, drying over sodium sulphate and... Starting materials: O1C(OC(C1)C(=O)[O-])C(=O)[O-].[Na+].[Na+] (Disodium 1,3-Dioxolane-2,4-Dicarboxylate), C([O-])([O-])=O.[K+].[K+] (potassium carbonate), O=CC(Cl)(Cl)Cl (Chloral), BrC(C(=O)OC)CO (methyl 2-bromo-3-hydroxypropionate), C([O-])([O-])=O.[K+].[K+] (potassium carbonate). The solvent is CCCCCC (hexane). Run at time 8 hour. The product is COC(=O)C1OC(OC1)C(Cl)(Cl)Cl (Methyl-2-Trichloromethyl-1,3-Dioxolane-4-Carboxylate). RXN SMILES: O1CC(C([O-])=O)OC1C([O-])=O.[Na+].[Na+].[O:14]=[CH:15][C:16]([Cl:19])([Cl:18])[Cl:17].Br[CH:21]([CH2:26][OH:27])[C:22]([O:24][CH3:25])=[O:23].C(=O)([O-])[O-].[K+].[K+]>CCCCCC>[CH3:25][O:24][C:22]([CH:21]1[CH2:26][O:27][CH:15]([C:16]([Cl:19])([Cl:18])[Cl:17])[O:14]1)=[O:23] |f:0.1.2,5.6.7|. Procedure details: This compound was prepared as a possible alternate precursor to the title compound of Example 5 (c). Chloral 15.1 g (0.102 mol) and 22 g of methyl 2-bromo-3-hydroxypropionate, as prepared in Example 5(a) were mixed, and after returning to room temperature the mixture was treated with hexane 50 ml and 14.1 g (0.102 mol) potassium carbonate (added in portions over 0.5 hour). After stirring for 6 hours an additional 5 g of potassium carbonate was added and the mixture allowed to stir overnight. Reactants: S(=O)(=O)(Cl)Cl (sulfuryl chloride), BrC1=C(C=CC=C1)N1N=CC=C1 (1-(2-bromophenyl)pyrazole), solution, C(CCC)[Li] (n-butyl lithium). Solvent: CCCCCC (hexane), C(C)OCC (diethyl ether), CCCCCC (hexane). Run at time 5 hour. The product is N1(N=CC=C1)C1=C(C=CC=C1)S(=O)(=O)Cl (2-(1H-pyrazol-1-yl)benzenesulfonyl chloride). Reaction SMILES: Br[C:2]1[CH:7]=[CH:6][CH:5]=[CH:4][C:3]=1[N:8]1[CH:12]=[CH:11][CH:10]=[N:9]1.C([Li])CCC.[S:18](Cl)([Cl:21])(=[O:20])=[O:19]>C(OCC)C.CCCCCC>[N:8]1([C:3]2[CH:4]=[CH:5][CH:6]=[CH:7][C:2]=2[S:18]([Cl:21])(=[O:20])=[O:19])[CH:12]=[CH:11][CH:10]=[N:9]1. Reported procedure: To a solution of 52 g of 1-(2-bromophenyl)pyrazole in 230 ml of diethyl ether under a nitrogen atmosphere and cooled at -70° C. was added dropwise 175 ml of a 1.6M solution of n-butyl lithium in hexane. The suspension was allowed to warm from -70° C. to -25° C. on its own, then a solution of 37 ml of sulfuryl chloride in 69 ml of hexane was added dropwise at -25° C. to -20° C. After allowing the suspension to warm to room temperature, the suspension was stirred for 5 hours, then filtered to yiel...